describe an organic reaction: reactants, conditions, products, and yield From a dataset of the Open Reaction Database (ORD), a public repository of structured organic reaction records. Starting materials: C(CCCCCCCCCCCCCCCCCCCCC=CC)(=O)OC (Methyl 22-tetracosenoate), BrC(C(=O)O)CCCCCCCCC (bromoundecanoic acid), BrCCCCCCCCCCC=C (12-bromododecene), methyl ester. Reagents/catalysts: [Cu] (copper). The product is C(CCCCCCCCCCCCCCCCCCCCC=C)(=O)OC (methyl 22-tricosenoate). RXN SMILES: [C:1]([O:26][CH3:27])(=[O:25])[CH2:2][CH2:3][CH2:4][CH2:5][CH2:6][CH2:7][CH2:8][CH2:9][CH2:10][CH2:11][CH2:12][CH2:13][CH2:14][CH2:15][CH2:16][CH2:17][CH2:18][CH2:19][CH2:20][CH2:21][CH:22]=[CH:23]C.BrCCCCCCCCCCC=C.BrC(CCCCCCCCC)C(O)=O>[Cu]>[C:1]([O:26][CH3:27])(=[O:25])[CH2:2][CH2:3][CH2:4][CH2:5][CH2:6][CH2:7][CH2:8][CH2:9][CH2:10][CH2:11][CH2:12][CH2:13][CH2:14][CH2:15][CH2:16][CH2:17][CH2:18][CH2:19][CH2:20][CH2:21][CH:22]=[CH2:23]. Procedure details: Methyl 22-tetracosenoate may be synthesized following Bergbreiter and Whitesides, previously cited in Example 1, Procedure 3, Step C, except that the copper reagent is generated from 12-bromododecene and coupled with the methyl ester of 11-=bromoundecanoic acid to yield methyl 22-tricosenoate. Reactants: O (Water), C(C)OC(C=CCCCCO)=O (7-hydroxy-hept-2-enoic acid ethyl ester), Cl (hydrochloric acid), [H-].[Na+] (sodium hydride). Solvent: O1CCCC1 (tetrahydrofuran). Conditions: temperature 0 celsius, time 2 hour. Product: C(C)OC(CC1OCCCC1)=O ((tetrahydro-pyran-2-yl)-acetic acid ethyl ester). Yield: 77.2%. RXN SMILES: [CH2:1]([O:3][C:4](=[O:12])[CH:5]=[CH:6][CH2:7][CH2:8][CH2:9][CH2:10][OH:11])[CH3:2].[H-].[Na+].Cl.O>O1CCCC1>[CH2:1]([O:3][C:4](=[O:12])[CH2:5][CH:6]1[CH2:7][CH2:8][CH2:9][CH2:10][O:11]1)[CH3:2] |f:1.2|. Procedure: To a solution of 7-hydroxy-hept-2-enoic acid ethyl ester (99.9 g, 0.58 mol) in tetrahydrofuran prepared in the previous step, cooled with ice-water bath, was added sodium hydride (4.80 g, 0.12 mol, 60%) in two portions. The mixture was stirred at 0° C. for 2 h and then at room temperature for 2 h. The mixture was neutralized with a 1 M aqueous hydrochloric acid solution (pH ˜5.0-6.0). Water (1 L) was then added and the mixture was extracted with ethyl acetate (3×1 L). The combined organic layers... The reactants are C(C1=CC=CC=C1)O[C@H]1[C@@H](O[C@@H]2[C@H](N(C[C@H]2F)C(=O)OCC2=CC=CC=C2)COCC2=CC=CC=C2)O[C@@H]([C@H]([C@@H]1OCC1=CC=CC=C1)O[C@@H]1[C@H](OCC2=CC=CC=C2)[C@@H](OCC2=CC=CC=C2)[C@H](OCC2=CC=CC=C2)[C@H](O1)C)COCC1=CC=CC=C1 ((2R,3R,4R)-N-Benzyloxycarbonyl-2-benzyloxymethyl-4-fluoro-pyrrolidin-3-yl 2,3,6-tri-O-benzyl-4-O-(2,3,4-tri-O-benzyl-6-deoxy-α-D-glucopyranosyl)-α-D-glucopyranoside). The reagents and catalysts are [OH-].[Pd+2].[OH-].[C] (palladium hydroxide carbon). Solvent: CO.Cl (hydrochloric acid methanol). Conditions: time 1 hour. Product: [C@H]1([C@H](O)[C@@H](O)[C@H](O)[C@H](O1)C)O[C@H]1[C@@H]([C@H]([C@@H](O[C@@H]2[C@H](NC[C@H]2F)CO)O[C@@H]1CO)O)O ((2R,3R,4R)-4-Fluoro-2-hydroxymethyl-pyrrolidin-3-yl 4-O-(6-deoxy-α-D-glucopyranosyl)-α-D-glucopyranoside). Isolated yield 65.0%. Reaction SMILES: C([O:8][C@@H:9]1[C@@H:40]([O:41]CC2C=CC=CC=2)[C@H:39]([O:49][C@H:50]2[O:79][C@H:78]([CH3:80])[C@@H:69]([O:70]CC3C=CC=CC=3)[C@H:60]([O:61]CC3C=CC=CC=3)[C@H:51]2[O:52]CC2C=CC=CC=2)[C@@H:38]([CH2:81][O:82]CC2C=CC=CC=2)[O:37][C@@H:10]1[O:11][C@H:12]1[C@H:16]([F:17])[CH2:15][N:14](C(OCC2C=CC=CC=2)=O)[C@@H:13]1[CH2:28][O:29]CC1C=CC=CC=1)C1C=CC=CC=1>CO.Cl.[OH-].[Pd+2].[OH-].[C]>[C@H:50]1([O:49][C@@H:39]2[C@@H:38]([CH2:81][OH:82])[O:37][C@H:10]([O:11][C@H:12]3[C@H:16]([F:17])[CH2:15][NH:14][C@@H:13]3[CH2:28][OH:29])[C@H:9]([OH:8])[C@H:40]2[OH:41])[O:79][C@H:78]([CH3:80])[C@@H:69]([OH:70])[C@H:60]([OH:61])[C@H:51]1[OH:52] |f:1.2,3.4.5.6|. Reported procedure: The compound (109 mg, 90.2 μmol) synthesized in Example 9 (9d) was dissolved in 1% hydrochloric acid methanol solution (5 mL) and 20% palladium hydroxide-carbon (55 mg) was added thereto, followed by stirring of the mixture under a hydrogen atmosphere for 1 hour. After the catalyst was removed by celite filtration, 28% ammonia water (0.2 mL) was added thereto and the mixture was stirred for 10 minutes. After the solvent was distilled off under reduced pressure and it was passed through ion excha... Starting materials: C(C1=CC=CC=C1)N1CCC(CC1)OC=1SC2=C(N1)C=CC(=C2)Br (2-(1-Benzylpiperidin-4-yloxy)-6-bromobenzo[d]thiazole), [Li]CCCC (BuLi), O=C1CCN(CC1)C(=O)OC(C)(C)C (tert-butyl 4-oxopiperidine-1-carboxylate). Solvent: C1CCOC1 (THF), C1CCOC1 (THF). Conditions: temperature -78 celsius, time 1 hour. The product is C(C1=CC=CC=C1)N1CCC(CC1)OC=1SC2=C(N1)C=CC(=C2)C2=CCN(CC2)C(=O)OC(C)(C)C (tert-Butyl 4-(2-(I-benzylpiperidin-4-yloxy)benzo[d]thiazol-6-yl)-5,6-dihydropyridine-1(2H)-carboxylate), solid. Yield: 68.0%. As a reaction SMILES: [CH2:1]([N:8]1[CH2:13][CH2:12][CH:11]([O:14][C:15]2[S:16][C:17]3[CH:23]=[C:22](Br)[CH:21]=[CH:20][C:18]=3[N:19]=2)[CH2:10][CH2:9]1)[C:2]1[CH:7]=[CH:6][CH:5]=[CH:4][CH:3]=1.[Li]CCCC.O=[C:31]1[CH2:36][CH2:35][N:34]([C:37]([O:39][C:40]([CH3:43])([CH3:42])[CH3:41])=[O:38])[CH2:33][CH2:32]1>C1COCC1>[CH2:1]([N:8]1[CH2:13][CH2:12][CH:11]([O:14][C:15]2[S:16][C:17]3[CH:23]=[C:22]([C:31]4[CH2:36][CH2:35][N:34]([C:37]([O:39][C:40]([CH3:43])([CH3:42])[CH3:41])=[O:38])[CH2:33][CH:32]=4)[CH:21]=[CH:20][C:18]=3[N:19]=2)[CH2:10][CH2:9]1)[C:2]1[CH:7]=[CH:6][CH:5]=[CH:4][CH:3]=1. Reported procedure: To a solution of Compound 14A (0.68 g, 1.686 mmol) in dry THF (9.4 ml) at −78° C. under argon was added dropwise BuLi (0.742 ml, 1.855 mmol). After the completion of addition, the reaction mixture was stirred at −78° C. for 1 h. At the conclusion of this period, a solution of tert-butyl 4-oxopiperidine-1-carboxylate (0.37 g, 1.855 mmol) in THF (1.9 ml) was transferred to the reaction mixture via cannulation. The resulting mixture was stirred and gradually warmed to −20° C., where it stirred for ... The reactants are CCNC(=O)c1ccsc1Cl, C1CCOC1, C1CCCCC1, CN(C)CCN(C)C, C[Si](C)(C)Cl, [Li]C(C)CC. Product: CCNC(=O)c1c([Si](C)(C)C)csc1Cl. RXN SMILES: [CH2:12]([CH3:13])[NH:14][C:15](=[O:16])[c:17]1[c:18]([Cl:22])[s:19][cH:20][cH:21]1.[CH2:36]1[O:37][CH2:38][CH2:39][CH2:40]1.[CH2:6]1[CH2:7][CH2:8][CH2:9][CH2:10][CH2:11]1.[CH3:23][N:24]([CH3:25])[CH2:26][CH2:27][N:28]([CH3:29])[CH3:30].[CH3:31][Si:32]([CH3:33])([CH3:34])[Cl:35].[CH:1]([Li:2])([CH2:3][CH3:4])[CH3:5]>>[CH2:12]([CH3:13])[NH:14][C:15](=[O:16])[c:17]1[c:18]([Cl:22])[s:19][cH:20][c:21]1[Si:32]([CH3:31])([CH3:33])[CH3:34].